Dataset: the Open Reaction Database (ORD), a public repository of structured organic reaction records. Task: describe an organic reaction: reactants, conditions, products, and yield Run in O (water). The product is C(C)(C)(C)OC(NCC=1N(C(C2=CC=C(C=C2C1OCCCC)C=1SC(=C(N1)C)C#N)=O)CC(C)C)=O (tert-butyl[4-butoxy-6-(5-cyano-4-methyl-1,3-thiazol-2-yl)-2-isobutyl-1-oxo-1,2-dihydro-3-isoquinolinyl]methylcarbamate). RXN SMILES: [C:1]([O:5][C:6](=[O:38])[NH:7][CH2:8][C:9]1[N:10]([CH2:34][CH:35]([CH3:37])[CH3:36])[C:11](=[O:33])[C:12]2[C:17]([C:18]=1[O:19][CH2:20][CH2:21][CH2:22][CH3:23])=[CH:16][C:15]([C:24]1[S:25][C:26]([C:30]([NH2:32])=O)=[C:27]([CH3:29])[N:28]=1)=[CH:14][CH:13]=2)([CH3:4])([CH3:3])[CH3:2].N1C(Cl)=NC(Cl)=NC=1Cl.CN(C)C=O>O>[C:1]([O:5][C:6](=[O:38])[NH:7][CH2:8][C:9]1[N:10]([CH2:34][CH:35]([CH3:37])[CH3:36])[C:11](=[O:33])[C:12]2[C:17]([C:18]=1[O:19][CH2:20][CH2:21][CH2:22][CH3:23])=[CH:16][C:15]([C:24]1[S:25][C:26]([C:30]#[N:32])=[C:27]([CH3:29])[N:28]=1)=[CH:14][CH:13]=2)([CH3:4])([CH3:2])[CH3:3]. Starting materials: C(C)(C)(C)OC(NCC=1N(C(C2=CC=C(C=C2C1OCCCC)C=1SC(=C(N1)C)C(=O)N)=O)CC(C)C)=O (tert-butyl{6-[5-(aminocarbonyl)-4-methyl-1,3-thiazol-2-yl]-4-butoxy-2-isobutyl-1-oxo-1,2-dihydro-3-isoquinolinyl}methylcarbamate), N1=C(Cl)N=C(Cl)N=C1Cl (cyanuric chloride), CN(C=O)C (N,N-dimethylformamide). Procedure details: A solution of tert-butyl{6-[5-(aminocarbonyl)-4-methyl-1,3-thiazol-2-yl]-4-butoxy-2-isobutyl-1-oxo-1,2-dihydro-3-isoquinolinyl}methylcarbamate (0.33 g, 0.6 mmol) and cyanuric chloride (0.33 g, 1.8 mmol) in N,N-dimethylformamide (10 mmol) was stirred for 1 h at 0° C. The reaction mixture was poured into water and extracted with ethyl acetate. The extract was washed with brine, dried over anhydrous magnesium sulfate and concentrated under reduced pressure. The residue was purified by silica gel co... Yield: 79.4%. Reactants: NCCNC1=NC=C(C(=N1)C1=C(C=C(C=C1)Cl)Cl)CN1CCOCC1 ((2-aminoethyl)[4-(2,4-dichlorophenyl)-5-(morpholin-4-ylmethyl)pyrimidin-2-yl]amine), ClC1=NC=C(C=C1)[N+](=O)[O-] (2-chloro-5-nitropyridine). The product is ClC1=C(C=CC(=C1)Cl)C1=NC(=NC=C1CN1CCOCC1)NCCNC1=NC=C(C=C1)[N+](=O)[O-] ([4-(2,4-dichlorophenyl)-5-(morpholin-4-ylmethyl)-pyrimidin-2-yl]{2-[(5-nitro(2-pyridyl))amino]ethyl}amine). Isolated yield 60.0%. As a reaction SMILES: [NH2:1][CH2:2][CH2:3][NH:4][C:5]1[N:10]=[C:9]([C:11]2[CH:16]=[CH:15][C:14]([Cl:17])=[CH:13][C:12]=2[Cl:18])[C:8]([CH2:19][N:20]2[CH2:25][CH2:24][O:23][CH2:22][CH2:21]2)=[CH:7][N:6]=1.Cl[C:27]1[CH:32]=[CH:31][C:30]([N+:33]([O-:35])=[O:34])=[CH:29][N:28]=1>>[Cl:18][C:12]1[CH:13]=[C:14]([Cl:17])[CH:15]=[CH:16][C:11]=1[C:9]1[C:8]([CH2:19][N:20]2[CH2:25][CH2:24][O:23][CH2:22][CH2:21]2)=[CH:7][N:6]=[C:5]([NH:4][CH2:3][CH2:2][NH:1][C:27]2[CH:32]=[CH:31][C:30]([N+:33]([O-:35])=[O:34])=[CH:29][N:28]=2)[N:10]=1. Procedure: Using the conditions described in the previous example, (2-aminoethyl)[4-(2,4-dichlorophenyl)-5-(morpholin-4-ylmethyl)pyrimidin-2-yl]amine and 9.7 mg (0.061 mmol) of 2-chloro-5-nitropyridine gave [4-(2,4-dichlorophenyl)-5-(morpholin-4-ylmethyl)-pyrimidin-2-yl]{2-[(5-nitro(2-pyridyl))amino]ethyl}amine in 60% yield following chromatography (silica gel, 5% methanol/methylene chloride). The product is O.C(C=1C(O)=CC=CC1)(=O)OC=1C=C2[C@]3([C@@H](N(C2=CC1C=O)C)N(CC3)C)C.C(=O)C3=C(C=C1[C@]2([C@@H](N(C1=C3)C)N(CC2)C)C)OC(C=2C(O)=CC=CC2)=O ((3aS-cis)-6-Formyl-1,2,3,3a,8,8a-hexahydro-1,3a,8-trimethylpyrrolo[2,3-b]indol-5-ol salicylate hemihydrate). Starting materials: C(C=1C(O)=CC=CC1)(=O)O (salicylic acid), 6-formyl-N,N-diethylcarbamate ester, C[C@@]12CCN([C@@H]1N(C3=C2C=C(C=C3)O)C)C (eseroline), C(C)O (ethanol). As a reaction SMILES: [CH3:1][C@:2]12[C:9]3[CH:10]=[C:11]([OH:14])[CH:12]=[CH:13][C:8]=3[N:7]([CH3:15])[C@H:6]1[N:5]([CH3:16])[CH2:4][CH2:3]2.[C:17]([OH:26])(=[O:25])[C:18]1[C:19](=[CH:21][CH:22]=[CH:23][CH:24]=1)[OH:20].[CH2:27]([OH:29])[CH3:28]>[OH-].[Na+].CCOCC>[OH2:14].[C:17]([O:26][C:11]1[CH:10]=[C:9]2[C:8](=[CH:13][C:12]=1[CH:27]=[O:29])[N:7]([CH3:15])[C@H:6]1[N:5]([CH3:16])[CH2:4][CH2:3][C@@:2]21[CH3:1])(=[O:25])[C:18]1[C:19](=[CH:21][CH:22]=[CH:23][CH:24]=1)[OH:20].[CH:27]([C:28]1[CH:13]=[C:8]2[C:9]([C@:2]3([CH3:1])[CH2:3][CH2:4][N:5]([CH3:16])[C@@H:6]3[N:7]2[CH3:15])=[CH:10][C:11]=1[O:25][C:17](=[O:26])[C:18]1[C:19](=[CH:21][CH:22]=[CH:23][CH:24]=1)[OH:20])=[O:29] |f:3.4,6.7.8|. Conditions: temperature 45 celsius. Reported procedure: A solution prepared from 6-formyl-N,N-diethylcarbamate ester of eseroline (960 mg) in ethanol (20 ml) and 10% NaOH (10 ml) was degassed and heated at 45° C. for 30 minutes. The solution was poured into degassed sodium bicarbonate solution (15 ml) and extracted with ethyl acetate (3×150 ml). The ethyl acetate solution was washed with brine (150 ml), dried over MgSO4, and concentrated to an oil. Purification was effected by flash chromatography over silica gel using 1% CH3OH/DCM. The pure product ... The solvent is CCOCC (ether), [OH-].[Na+] (NaOH), CCOCC (ether). Reactants: C(O)([O-])=O.[Na+] (sodium hydrogencarbonate), NC1=CC=C(OC2=CC(=NC=C2)NC(=O)N2CCC(CC2)N2CC(C2)N(C)C)C=C1 (4-(3-dimethylaminoazetidin-1-yl)piperidine-1-carboxylic acid [4-(4-aminophenoxy)pyridin-2-yl]amide), FC1=CC=C(C=C1)CC(=O)N=C=O (2-(4-fluorophenyl)acetyl isocyanate). Run in C(C)OCC (diethyl ether), CCCCCC (hexane), O1CCCC1 (tetrahydrofuran), O1CCCC1 (tetrahydrofuran). Conditions: time 0.5 hour. Yields the product FC1=CC=C(C=C1)CC(=O)NC(NC1=CC=C(OC2=CC(=NC=C2)NC(=O)N2CCC(CC2)N2CC(C2)N(C)C)C=C1)=O (4-(3-Dimethylaminoazetidin-1-yl)piperidine-1-carboxylic acid [4-(4-{3-[2-(4-fluorophenyl)acetyl]ureido}phenoxy)pyridin-2-yl]amide). Isolated yield 27.0%. As a reaction SMILES: [NH2:1][C:2]1[CH:30]=[CH:29][C:5]([O:6][C:7]2[CH:12]=[CH:11][N:10]=[C:9]([NH:13][C:14]([N:16]3[CH2:21][CH2:20][CH:19]([N:22]4[CH2:25][CH:24]([N:26]([CH3:28])[CH3:27])[CH2:23]4)[CH2:18][CH2:17]3)=[O:15])[CH:8]=2)=[CH:4][CH:3]=1.[F:31][C:32]1[CH:37]=[CH:36][C:35]([CH2:38][C:39]([N:41]=[C:42]=[O:43])=[O:40])=[CH:34][CH:33]=1.C(=O)([O-])O.[Na+]>O1CCCC1.C(OCC)C.CCCCCC>[F:31][C:32]1[CH:33]=[CH:34][C:35]([CH2:38][C:39]([NH:41][C:42](=[O:43])[NH:1][C:2]2[CH:3]=[CH:4][C:5]([O:6][C:7]3[CH:12]=[CH:11][N:10]=[C:9]([NH:13][C:14]([N:16]4[CH2:17][CH2:18][CH:19]([N:22]5[CH2:23][CH:24]([N:26]([CH3:28])[CH3:27])[CH2:25]5)[CH2:20][CH2:21]4)=[O:15])[CH:8]=3)=[CH:29][CH:30]=2)=[O:40])=[CH:36][CH:37]=1 |f:2.3|. Procedure: To a solution of 4-(3-dimethylaminoazetidin-1-yl)piperidine-1-carboxylic acid [4-(4-aminophenoxy)pyridin-2-yl]amide (60 mg) in tetrahydrofuran (5.0 ml) was added a solution of 2-(4-fluorophenyl)acetyl isocyanate in tetrahydrofuran (0.25 M, 1.75 ml) at room temperature, followed by stirring at room temperature for 0.5 hr. To the reaction mixture was added a saturated aqueous solution of sodium hydrogencarbonate, followed by stirring at room temperature for 0.5 hr. The reaction mixture was extract... The reactants are OC1=CC=C(C=O)C=C1 (4-hydroxy-benzaldehyde), OCCCCCCCCCCCCCCCCO (1,16-dihydroxyhexadecane), C1(=CC=CC=C1)P(C1=CC=CC=C1)C1=CC=CC=C1 (triphenylphosphine), CC(C)OC(=O)/N=N/C(=O)OC(C)C (diisopropylazodicarboxylate). Run in O1CCCC1 (THF), O1CCCC1 (THF). The product is OCCCCCCCCCCCCCCCCOC1=CC=C(C=O)C=C1 (4-(16-Hydroxy-hexadecyloxy)-benzaldehyde). RXN SMILES: [OH:1][C:2]1[CH:9]=[CH:8][C:5]([CH:6]=[O:7])=[CH:4][CH:3]=1.[OH:10][CH2:11][CH2:12][CH2:13][CH2:14][CH2:15][CH2:16][CH2:17][CH2:18][CH2:19][CH2:20][CH2:21][CH2:22][CH2:23][CH2:24][CH2:25][CH2:26]O.C1(P(C2C=CC=CC=2)C2C=CC=CC=2)C=CC=CC=1.CC(OC(/N=N/C(OC(C)C)=O)=O)C>O1CCCC1>[OH:10][CH2:11][CH2:12][CH2:13][CH2:14][CH2:15][CH2:16][CH2:17][CH2:18][CH2:19][CH2:20][CH2:21][CH2:22][CH2:23][CH2:24][CH2:25][CH2:26][O:1][C:2]1[CH:9]=[CH:8][C:5]([CH:6]=[O:7])=[CH:4][CH:3]=1. Procedure details: To a stirred solution of 4-hydroxy-benzaldehyde (0.24 g, 2mmol) and 1,16-dihydroxyhexadecane (0.51 g, 2 mmol), triphenylphosphine (0.53 g, 2 mmol) in dry THF (20 ml) at −15° C. under an argon atmosphere was added a solution of diisopropylazodicarboxylate (0.4 g, 2 mmol) in dry THF (7.5 ml) over a period of 40 minutes. The mixture was allowed to warm to room temperature overnight. The solvent was removed under reduced pressure, diethyl ether was added and the white solid formed was removed by fil...